Task: describe an organic reaction: reactants, conditions, products, and yield. Dataset: the Open Reaction Database (ORD), a public repository of structured organic reaction records The reactants are FC(C1=CC(=CC=C1)C(F)(F)F)(F)F (1,3-bis(trifluoromethyl)benzene), BrN1C(=O)N(C(=O)C1(C)C)Br (N,N′-dibromo-5,5-dimethylhydantoin), O (water). Procedure: In a preferred embodiment, 1,3-bis(trifluoromethyl)benzene is brominated with N,N′-dibromo-5,5-dimethylhydantoin in sulfuric acid/acetic acid at 45° C. The reaction mixture is then diluted into cold water, and the phases are separated, washed with aqueous sodium hydroxide (preferably 5 N sodium hydroxide) and allowed to separate to produce 3,5-bis(trifluoromethyl)bromobenzene. As a reaction SMILES: [F:1][C:2]([F:14])([F:13])[C:3]1[CH:8]=[CH:7][CH:6]=[C:5]([C:9]([F:12])([F:11])[F:10])[CH:4]=1.[Br:15]N1C(C)(C)C(=O)N(Br)C1=O.O>S(=O)(=O)(O)O.C(O)(=O)C>[F:1][C:2]([F:13])([F:14])[C:3]1[CH:8]=[C:7]([Br:15])[CH:6]=[C:5]([C:9]([F:10])([F:11])[F:12])[CH:4]=1 |f:3.4|. The solvent is S(O)(O)(=O)=O.C(C)(=O)O (sulfuric acid acetic acid). Product: FC(C=1C=C(C=C(C1)C(F)(F)F)Br)(F)F (3,5-bis(trifluoromethyl)bromobenzene).